From a dataset of the Open Reaction Database (ORD), a public repository of structured organic reaction records. describe an organic reaction: reactants, conditions, products, and yield The reactants are [H-].[Na+] (sodium hydride), NCCC=1C=C(C(=NC1)Cl)Cl (5-(2'-aminoethyl)-2,3-dichloro-pyridine), OCC1CN(C(O1)C1=CC=CC=C1)C(C)C (5-hydroxymethyl-3-isopropyl-2-phenyl-oxazolidine). Solvent: COCCOC (1,2-dimethoxyethane). Run at time 16 hour. The product is NCCC=1C=C(C(=NC1)OCC(CNC(C)C)O)Cl (5-(2'-aminoethyl)-3-chloro-2-(3'-isopropylamino-2'-hydroxy-propoxy)-pyridine). Reaction SMILES: [H-].[Na+].[NH2:3][CH2:4][CH2:5][C:6]1[CH:7]=[C:8]([Cl:13])[C:9](Cl)=[N:10][CH:11]=1.[OH:14][CH2:15][CH:16]1[O:20]C(C2C=CC=CC=2)[N:18]([CH:27]([CH3:29])[CH3:28])[CH2:17]1>COCCOC>[NH2:3][CH2:4][CH2:5][C:6]1[CH:7]=[C:8]([Cl:13])[C:9]([O:14][CH2:15][CH:16]([OH:20])[CH2:17][NH:18][CH:27]([CH3:29])[CH3:28])=[N:10][CH:11]=1 |f:0.1|. Reported procedure: 12 g of sodium hydride dispersion (55% strength) are added in portions to 44 g of 5-(2'-aminoethyl)-2,3-dichloro-pyridine and 55 g of 5-hydroxymethyl-3-isopropyl-2-phenyl-oxazolidine, dissolved in 500 ml of 1,2-dimethoxyethane, whilst cooling with ice at 0°-10° C. The reaction mixture is then stirred for 2 hours at room temperature and 16 hours under reflux. Working up gives crude 5-(2'-aminoethyl)-3-chloro-2-[3'-isopropyl-2'-phenyloxazolidinyl-(5')]-methoxy-pyridine, which is hydrolysed without... Reactants: OCCCCOC=C (Hydroxybutyvinyl ether), C1(=CC=CC=C1)S(=O)(=O)Cl (benzenesulfonyl chloride), CC(C)([O-])C.[Na+] (sodium t-butoxide). The solvent is O1CCCC1 (tetrahydrofuran), O1CCCC1 (tetrahydrofuran). Conditions: temperature -40 celsius. The product is C1(=CC=CC=C1)S(=O)(=O)O.C(CCC)OC=C (butylvinyl ether benzenesulfonate). RXN SMILES: CC(C)([O-:4])C.[Na+].O[CH2:8][CH2:9][CH2:10][CH2:11][O:12][CH:13]=[CH2:14].[C:15]1([S:21](Cl)(=[O:23])=[O:22])[CH:20]=[CH:19][CH:18]=[CH:17][CH:16]=1>O1CCCC1>[C:15]1([S:21]([OH:23])(=[O:4])=[O:22])[CH:20]=[CH:19][CH:18]=[CH:17][CH:16]=1.[CH2:11]([O:12][CH:13]=[CH2:14])[CH2:10][CH2:9][CH3:8] |f:0.1,5.6|. Reported procedure: Into a 3 L flask equipped with a mechanical stirrer and N2 purge was added 1000 g of tetrahydrofuran and 220.7 g (2.3 mol) of sodium t-butoxide. Hydroxybutyvinyl ether (236 g, 2.03 mol) was added dropwise at a rate to maintain the temperature at ≤40° C. This reaction mass was cooled to -40° C. A solution of benzenesulfonyl chloride (353 g, 2 mol) in 300 g of tetrahydrofuran was added dropwise at a rate to maintain the reaction temperature at ≤-20° C. After the addition was complete, the reaction... The product is CC1(C)CCCN(C(=O)C2CC(S(=O)(=O)c3ccccc3)C(c3ccccc3F)N2C(=O)CNC(=O)Nc2cccc(C(=O)O)c2)C1. The reactants are CC1(C)CCCN(C(=O)C2CC(S(=O)(=O)c3ccccc3)C(c3ccccc3F)N2C(=O)CNC(=O)Nc2cccc(C(=O)OCc3ccccc3)c2)C1, CCO. As a reaction SMILES: [CH3:1][C:2]1([CH3:54])[CH2:3][N:4]([C:8](=[O:9])[CH:10]2[N:11]([C:31]([CH2:32][NH:33][C:34]([NH:35][c:36]3[cH:37][c:38]([C:39](=[O:40])[O:41][CH2:42][c:43]4[cH:44][cH:45][cH:46][cH:47][cH:48]4)[cH:49][cH:50][cH:51]3)=[O:52])=[O:53])[CH:12]([c:24]3[c:25]([F:30])[cH:26][cH:27][cH:28][cH:29]3)[CH:13]([S:15](=[O:16])(=[O:17])[c:18]3[cH:19][cH:20][cH:21][cH:22][cH:23]3)[CH2:14]2)[CH2:5][CH2:6][CH2:7]1.[CH3:55][CH2:56][OH:57]>>[CH3:1][C:2]1([CH3:54])[CH2:3][N:4]([C:8](=[O:9])[CH:10]2[N:11]([C:31]([CH2:32][NH:33][C:34]([NH:35][c:36]3[cH:37][c:38]([C:39](=[O:40])[OH:41])[cH:49][cH:50][cH:51]3)=[O:52])=[O:53])[CH:12]([c:24]3[c:25]([F:30])[cH:26][cH:27][cH:28][cH:29]3)[CH:13]([S:15](=[O:16])(=[O:17])[c:18]3[cH:19][cH:20][cH:21][cH:22][cH:23]3)[CH2:14]2)[CH2:5][CH2:6][CH2:7]1. The reactants are CC1=C2C=NNC2=CC=C1O[C@@H]1CC[C@H](CC1)N (trans-4-[(4-Methyl-1H-indazol-5-yl)oxy]cyclohexanamine), C(C(=C)C)(=O)OC (methyl methacrylate). The solvent is CO (methanol). Run at temperature 50 celsius, time 6 hour. Yields the product CC1=C2C=NNC2=CC=C1O[C@@H]1CC[C@H](CC1)NCCC(=O)OC (methyl 3-({trans-4-[(4-methyl-1H-indazol-5-yl)oxy]cyclohexyl}-amino}propanoate). Yield: 91.3%. Reaction SMILES: [CH3:1][C:2]1[C:10]([O:11][C@H:12]2[CH2:17][CH2:16][C@H:15]([NH2:18])[CH2:14][CH2:13]2)=[CH:9][CH:8]=[C:7]2[C:3]=1[CH:4]=[N:5][NH:6]2.[C:19]([O:24][CH3:25])(=[O:23])[C:20](C)=[CH2:21]>CO>[CH3:1][C:2]1[C:10]([O:11][C@H:12]2[CH2:17][CH2:16][C@H:15]([NH:18][CH2:21][CH2:20][C:19]([O:24][CH3:25])=[O:23])[CH2:14][CH2:13]2)=[CH:9][CH:8]=[C:7]2[C:3]=1[CH:4]=[N:5][NH:6]2. Procedure: A mixture of the trans-4-[(4-methyl-1H-indazol-5-yl)oxy]cyclohexylamine (98.1 mg, 0.40 mmol) obtained in Example 408, methyl methacrylate (43 mg, 0.50 mmol) and methanol (2.0 ml) was stirred at 50° C. for 6 hours. The solvent was distilled off and the residue oil was subjected to elution by a silica gel column chromatography (ethyl acetate→ethyl acetate/triethylamine=20:1) to obtain methyl 3-({trans-4-[(4-methyl-1H-indazol-5-yl)oxy]cyclohexyl}-amino}propanoate (121 mg, 91%). The reactants are FC1=C(C(=C(C=C1OC)OC)F)C1=CC2=C(C=N1)C(=NN2C2OCCCC2)I (6-(2,6-difluoro-3,5-dimethoxyphenyl)-3-iodo-1-(tetrahydro-2H-pyran-2-yl)-1H-pyrazolo[4,3-c]pyridine), CN1C(CCC1)CCN1C(C2=CC=C(C=C2C1)B1OC(C(O1)(C)C)(C)C)=O (2-[2-(1-methylpyrrolidin-2-yl)ethyl]-5-(4,4,5,5-tetramethyl-1,3,2-dioxaborolan-2-yl)isoindolin-1-one). Product: FC1=C(C(=C(C=C1OC)OC)F)C1=CC2=C(C=N1)C(=NN2)C=2C=C1CN(C(C1=CC2)=O)CCC2N(CCC2)C (5-[6-(2,6-difluoro-3,5-dimethoxyphenyl)-1H-pyrazolo[4,3-c]pyridin-3-yl]-2-[2-(1-methylpyrrolidin-2-yl)ethyl]isoindolin-1-one). RXN SMILES: [F:1][C:2]1[C:7]([O:8][CH3:9])=[CH:6][C:5]([O:10][CH3:11])=[C:4]([F:12])[C:3]=1[C:13]1[N:18]=[CH:17][C:16]2[C:19](I)=[N:20][N:21](C3CCCCO3)[C:15]=2[CH:14]=1.[CH3:29][N:30]1[CH2:34][CH2:33][CH2:32][CH:31]1[CH2:35][CH2:36][N:37]1[CH2:45][C:44]2[C:39](=[CH:40][CH:41]=[C:42](B3OC(C)(C)C(C)(C)O3)[CH:43]=2)[C:38]1=[O:55]>>[F:12][C:4]1[C:5]([O:10][CH3:11])=[CH:6][C:7]([O:8][CH3:9])=[C:2]([F:1])[C:3]=1[C:13]1[N:18]=[CH:17][C:16]2[C:19]([C:42]3[CH:43]=[C:44]4[C:39](=[CH:40][CH:41]=3)[C:38](=[O:55])[N:37]([CH2:36][CH2:35][CH:31]3[CH2:32][CH2:33][CH2:34][N:30]3[CH3:29])[CH2:45]4)=[N:20][NH:21][C:15]=2[CH:14]=1. Procedure: This compound was prepared by using procedures analogous to those described for the synthesis of Example 52, Step 8 starting from 6-(2,6-difluoro-3,5-dimethoxyphenyl)-3-iodo-1-(tetrahydro-2H-pyran-2-yl)-1H-pyrazolo[4,3-c]pyridine and 2-[2-(1-methylpyrrolidin-2-yl)ethyl]-5-(4,4,5,5-tetramethyl-1,3,2-dioxaborolan-2-yl)isoindolin-1-one. LCMS (M+H)+=534.3. The reactants are COC=1C=CC=C2C=CC(OC12)=O (8-methoxy-coumarin), COCN(C[Si](C)(C)C)CC1=CC=CC=C1 (N-methoxymethyl-N-trimethylsilylmethyl-benzylamine). The product is COC1=CC=CC2=C1OC[C@H]1CNC[C@H]12 ((±)-cis-6-Methoxy-1,2,3,3a,4,9b-hexahydro-[1]-benzopyrano[3,4-c]pyrrole). Reaction SMILES: [CH3:1][O:2][C:3]1[CH:4]=[CH:5][CH:6]=[C:7]2[C:12]=1[O:11][C:10](=O)[CH:9]=[CH:8]2.CO[CH2:16][N:17](CC1C=CC=CC=1)[CH2:18][Si](C)(C)C>>[CH3:1][O:2][C:3]1[C:12]2[O:11][CH2:10][C@@H:9]3[C@H:8]([C:7]=2[CH:6]=[CH:5][CH:4]=1)[CH2:18][NH:17][CH2:16]3. Reported procedure: From 8-methoxy-coumarin and N-methoxymethyl-N-trimethylsilylmethyl-benzylamine in an analogous manner as described in Examples 1A-C.